This data is from the Open Reaction Database (ORD), a public repository of structured organic reaction records. The task is: describe an organic reaction: reactants, conditions, products, and yield Reactants: CC(=O)c1ccc(NS(C)(=O)=O)cc1, CC(=O)O, [Ca+2], [O-]Cl, [O-]Cl, O. Yields the product CC(=O)c1ccc(NS(C)(=O)=O)c(Cl)c1. RXN SMILES: [C:1]([CH3:2])(=[O:3])[c:4]1[cH:5][cH:6][c:7]([NH:10][S:11](=[O:12])(=[O:13])[CH3:14])[cH:8][cH:9]1.[CH3:20][C:21](=[O:22])[OH:23].[Ca+2:17].[Cl:15][O-:16].[Cl:18][O-:19].[OH2:24]>>[C:1]([CH3:2])(=[O:3])[c:4]1[cH:5][cH:6][c:7]([NH:10][S:11](=[O:12])(=[O:13])[CH3:14])[c:8]([Cl:15])[cH:9]1.